Dataset: the Open Reaction Database (ORD), a public repository of structured organic reaction records. Task: describe an organic reaction: reactants, conditions, products, and yield Starting materials: C(=O)[O-].[K+] (potassium formate), C(=O)O (formic acid), ClC=1C=C(C=CC1)C(C)=O (3′-chloroacetophenone). The reagents and catalysts are [Ru] (ruthenium). Run in CO (Methanol). Reaction conditions: temperature 50 celsius, time 24 hour. Yields the product ClC=1C=C(C=CC1)[C@@H](C)O ((R)-1-(3′-chlorophenyl)ethanol). Yield: 100.0%. Reaction SMILES: C([O-])=O.[K+].C(O)=O.[Cl:8][C:9]1[CH:10]=[C:11]([C:15](=[O:17])[CH3:16])[CH:12]=[CH:13][CH:14]=1>[Ru].CO>[Cl:8][C:9]1[CH:10]=[C:11]([C@H:15]([OH:17])[CH3:16])[CH:12]=[CH:13][CH:14]=1 |f:0.1|. Reported procedure: A ruthenium complex RuCl[(R,R)-Tsdpen] (mesitylene) (2.1 mg, 0.0033 mmol), potassium formate (1.0 g, 12 mmol), formic acid (138 mg, 3 mmol) and 3′-chloroacetophenone (1.55 g, 10 mmol, substrate/catalyst ratio=3000) were set in a 20 mL glass Schlenk-type reaction tube under an argon atmosphere. Methanol (6 mL) was added thereto and stirred at 50° C. for 24 hours to give (R)-1-(3′-chlorophenyl)ethanol at 100% yield and 96.5% ee optical purity. Yields the product C(C)(C)(C)OC(NCC1(CC12CCCCC2)C#N)=O ((1-cyano-spiro[2.5]oct-1-ylmethyl)-carbamic acid tert-butyl ester). Run in CN(C)C=O (DMF). The reactants are C(C)(C)(C)OC(NCC1(CC12CCCCC2)C(N)=O)=O ((1-carbamoyl-spiro[2.5]oct-1-ylmethyl)-carbamic acid tert-butyl ester), N1=C(Cl)N=C(Cl)N=C1Cl (Cyanuric chloride), [OH-].[Na+] (NaOH). Procedure details: (1-carbamoyl-spiro[2.5]oct-1-ylmethyl)-carbamic acid tert-butyl ester (13.1 g, 46.4 mmol) was suspended in DMF (400 mL) and cooled in an ice bath. Cyanuric chloride (11.8 g, 64.9 mmol) was added. After 20 minutes the solution was homogeneous and after 30 minutes a new precipitate began to form. After 1 hour, the mixture was poured over 0.5N NaOH (500 mL) with ice bath cooling and then transferred to a separatory funnel. The solution was extracted with ethyl acetate (3×400 mL). The combined organ... The yield is 98.6%. RXN SMILES: [C:1]([O:5][C:6](=[O:20])[NH:7][CH2:8][C:9]1([C:17](=O)[NH2:18])[C:11]2([CH2:16][CH2:15][CH2:14][CH2:13][CH2:12]2)[CH2:10]1)([CH3:4])([CH3:3])[CH3:2].N1C(Cl)=NC(Cl)=NC=1Cl.[OH-].[Na+]>CN(C=O)C>[C:1]([O:5][C:6](=[O:20])[NH:7][CH2:8][C:9]1([C:17]#[N:18])[C:11]2([CH2:16][CH2:15][CH2:14][CH2:13][CH2:12]2)[CH2:10]1)([CH3:4])([CH3:2])[CH3:3] |f:2.3|. Reaction conditions: time 30 minute. Reactants: Cc1c(Br)cc(Br)c(O)c1F, CI, CC#N, [K+], [K+], O=C([O-])[O-]. Yields the product COc1c(Br)cc(Br)c(C)c1F. As a reaction SMILES: [Br:1][c:2]1[c:3]([CH3:11])[c:4]([F:10])[c:5]([OH:9])[c:6]([Br:8])[cH:7]1.[CH3:18][I:19].[CH3:20][C:21]#[N:22].[K+:12].[K+:13].[O-:14][C:15]([O-:16])=[O:17]>>[Br:1][c:2]1[c:3]([CH3:11])[c:4]([F:10])[c:5]([O:9][CH3:15])[c:6]([Br:8])[cH:7]1.